From a dataset of the Open Reaction Database (ORD), a public repository of structured organic reaction records. describe an organic reaction: reactants, conditions, products, and yield Starting materials: CC(Br)C(=O)Br, CCC1CC2C3CCC4=CC(=O)CCC4C3CCC2(C)C1O, CN(C)c1ccccc1, CCOC(C)=O, ClCCl. The product is CCC1CC2C3CCC4=CC(=O)CCC4C3CCC2(C)C1OC(=O)C(C)Br. As a reaction SMILES: [Br:32][CH:33]([C:34](=[O:35])[Br:36])[CH3:37].[CH2:1]([CH3:2])[CH:3]1[CH:4]([OH:22])[C:5]2([CH3:6])[CH:7]([CH2:8]1)[CH:9]1[CH2:10][CH2:11][C:12]3=[CH:13][C:14](=[O:21])[CH2:15][CH2:16][CH:17]3[CH:18]1[CH2:19][CH2:20]2.[CH3:23][N:24]([c:25]1[cH:26][cH:27][cH:28][cH:29][cH:30]1)[CH3:31].[CH3:38][CH2:39][O:40][C:41](=[O:42])[CH3:43].[Cl:44][CH2:45][Cl:46]>>[CH2:1]([CH3:2])[CH:3]1[CH:4]([O:22][C:34]([CH:33]([Br:32])[CH3:37])=[O:35])[C:5]2([CH3:6])[CH:7]([CH2:8]1)[CH:9]1[CH2:10][CH2:11][C:12]3=[CH:13][C:14](=[O:21])[CH2:15][CH2:16][CH:17]3[CH:18]1[CH2:19][CH2:20]2. Starting materials: NC1=CC=C(C=C1)O (4-aminophenol), ClCCC(=O)Cl (3-chloropropanoyl chloride). Solvent: C(Cl)Cl (CH2Cl2), C(=O)(O)[O-].[Na+] (NaHCO3). Conditions: temperature 25 celsius, time 3 hour. Yields the product ClCCC(=O)NC1=CC=C(C=C1)O (3-chloro-N-(4-hydroxyphenyl)propanamide). RXN SMILES: [NH2:1][C:2]1[CH:7]=[CH:6][C:5]([OH:8])=[CH:4][CH:3]=1.[Cl:9][CH2:10][CH2:11][C:12](Cl)=[O:13]>C(Cl)Cl.C([O-])(O)=O.[Na+]>[Cl:9][CH2:10][CH2:11][C:12]([NH:1][C:2]1[CH:7]=[CH:6][C:5]([OH:8])=[CH:4][CH:3]=1)=[O:13] |f:3.4|. Procedure details: The solution of 4-aminophenol (250 g, 2.29 mol, 1 equiv) in CH2Cl2(2L) and saturated NaHCO3 (2L) was stirred for 5 min at 25° C., then 3-chloropropanoyl chloride (314 g, 2.52 mol 1.1 equiv) was added dropwise and the reaction was stirred for an additional 3 h at 25° C. The solids were filtered and dried under high vacuum to afford 3-chloro-N-(4-hydroxyphenyl)propanamide was used to the next step directly. (250 g, crude). 1H NMR (400 MHz, DMSO) δ, 2.96-2.99 (m, 2 H), 4.06-4.10 (m, 2 H), 6.88-6.92... Starting materials: C(#N)[BH3-].[Na+] (Sodium cyanoborohydride), C(O)([O-])=O.[Na+] (sodium hydrogen carbonate), N[C@H]1[C@@]2(CC[C@H](CC1)N2)C2=CC=CC=C2 ((1R*,2R*,5S*)-2-Amino-1-phenyl-8-azabicyclo[3.2.1]octane), ClC1=C(C=O)C=C(C=C1)OC(F)(F)F (2-chloro-5-(trifluoromethoxy)benzaldehyde), C(C)(=O)O[BH-](OC(C)=O)OC(C)=O.[Na+] (sodium triacetoxyborohydride). The solvent is CO (methanol), ClCCCl (1,2-dichloroethane), C(C)(=O)O (acetic acid). Run at time 16 hour. Yields the product Cl.Cl.ClC1=C(CN[C@H]2[C@@]3(CC[C@H](CC2)N3)C3=CC=CC=C3)C=C(C=C1)OC(F)(F)F ((1R*,2R*,5S*)-2-(2-Chloro-5-(trifluoromethoxy)benzylamino)-1-phenyl-8-azabicyclo[3.2.1]octane Dihydrochloride). The yield is 56.6%. Reaction SMILES: [NH2:1][C@@H:2]1[CH2:8][CH2:7][C@@H:6]2[NH:9][C@@:3]1([C:10]1[CH:15]=[CH:14][CH:13]=[CH:12][CH:11]=1)[CH2:4][CH2:5]2.[Cl:16][C:17]1[CH:24]=[CH:23][C:22]([O:25][C:26]([F:29])([F:28])[F:27])=[CH:21][C:18]=1[CH:19]=O.C(O[BH-](OC(=O)C)OC(=O)C)(=O)C.[Na+].C([BH3-])#N.[Na+].C(=O)([O-])O.[Na+]>ClCCCl.C(O)(=O)C.CO>[ClH:16].[ClH:16].[Cl:16][C:17]1[CH:24]=[CH:23][C:22]([O:25][C:26]([F:27])([F:28])[F:29])=[CH:21][C:18]=1[CH2:19][NH:1][C@@H:2]1[CH2:8][CH2:7][C@@H:6]2[NH:9][C@@:3]1([C:10]1[CH:15]=[CH:14][CH:13]=[CH:12][CH:11]=1)[CH2:4][CH2:5]2 |f:2.3,4.5,6.7,11.12.13|. Reported procedure: (1R*,2R*,5S*)-2-Amino-1-phenyl-8-azabicyclo[3.2.1]octane (Description 6; 77 mg, 0.38 mmol) and 2-chloro-5-(trifluoromethoxy)benzaldehyde (Description 27; 120 mg, 0.53 mmol) were dissolved in 1,2-dichloroethane (5 mL) and acetic acid (1mL), then treated with sodium triacetoxyborohydride (128 mg, 0.6 mmol). The suspension was stirred at room temperature for 16 hours, then diluted with methanol (5 mL). Sodium cyanoborohydride was added (200 mg, 0.9 mmol) and this solution stirred for a further 16 h... The reactants are C1(CCCC1)N1N=C(C2=C1C(N(C2)C2=CC=CC=C2)=O)CC (1-cyclopentyl-3-ethyl-6-oxo-5-phenyl-4,6-dihydro-1H-pyrazolo[3,4-c]pyrrole), [H-].[Al+3].[Li+].[H-].[H-].[H-] (lithium aluminum hydride). Solvent: CCOCC (ether). Run at temperature 0 celsius. The product is C1(CCCC1)N1N=C(C2=C1CN(C2)C2=CC=CC=C2)CC (1-Cyclopentyl-3-ethyl-5-phenyl-4,6-dihydro-1H-pyrazolo[3,4-c]pyrrole). The yield is 61.3%. As a reaction SMILES: [CH:1]1([N:6]2[C:10]3[C:11](=O)[N:12]([C:14]4[CH:19]=[CH:18][CH:17]=[CH:16][CH:15]=4)[CH2:13][C:9]=3[C:8]([CH2:21][CH3:22])=[N:7]2)[CH2:5][CH2:4][CH2:3][CH2:2]1.[H-].[Al+3].[Li+].[H-].[H-].[H-]>CCOCC>[CH:1]1([N:6]2[C:10]3[CH2:11][N:12]([C:14]4[CH:19]=[CH:18][CH:17]=[CH:16][CH:15]=4)[CH2:13][C:9]=3[C:8]([CH2:21][CH3:22])=[N:7]2)[CH2:5][CH2:4][CH2:3][CH2:2]1 |f:1.2.3.4.5.6|. Procedure details: To a stirred solution of 1-cyclopentyl-3-ethyl-6-oxo-5-phenyl-4,6-dihydro-1H-pyrazolo[3,4-c]pyrrole (0.17 g, 0.58 mmole) in anhydrous ether (15 ml) was added lithium aluminum hydride (0.17 g, 4.6 mmole). The majority of the ether (12-13 ml) was then removed by distillation, and the remaining mixture diluted with toluene (25 ml) and heated to reflux over 24 hours. The mixture was cooled to 0° C. and cautiously treated with ice. The resulting mixture was filtered through celite, dried over sodium ... Reactants: O=[N+]([O-])c1cc(Br)cnc1NCC1CC1, CO, [Pt]. The product is Nc1cc(Br)cnc1NCC1CC1. RXN SMILES: [Br:1][c:2]1[cH:3][c:4]([N+:13]([O-:14])=[O:15])[c:5]([NH:8][CH2:9][CH:10]2[CH2:11][CH2:12]2)[n:6][cH:7]1.[CH3:16][OH:17].[Pt:18]>>[Br:1][c:2]1[cH:3][c:4]([NH2:13])[c:5]([NH:8][CH2:9][CH:10]2[CH2:11][CH2:12]2)[n:6][cH:7]1. The reactants are OB(O)c1ccccc1F, COC(=O)c1nc(Br)c(F)cc1N. Yields the product COC(=O)c1nc(-c2ccccc2F)c(F)cc1N. Reaction SMILES: [F:14][c:15]1[c:16]([B:21]([OH:22])[OH:23])[cH:17][cH:18][cH:19][cH:20]1.[NH2:1][c:2]1[c:3]([C:10](=[O:11])[O:12][CH3:13])[n:4][c:5]([Br:9])[c:6]([F:8])[cH:7]1>>[NH2:1][c:2]1[c:3]([C:10](=[O:11])[O:12][CH3:13])[n:4][c:5](-[c:16]2[c:15]([F:14])[cH:20][cH:19][cH:18][cH:17]2)[c:6]([F:8])[cH:7]1. The reactants are CCS(=O)(=O)N1CCC(c2c[nH]c3c(C(N)=O)cc(Br)cc23)CC1, O=C([O-])[O-], CC1(C)OB(c2cncc(CNCCC#N)c2)OC1(C)C, CO, [K+], [K+], C1COCCO1, O. The product is CCS(=O)(=O)N1CCC(c2c[nH]c3c(C(N)=O)cc(-c4cncc(CNCCC#N)c4)cc23)CC1. As a reaction SMILES: [Br:1][c:2]1[cH:3][c:4]2[c:5]([CH:14]3[CH2:15][CH2:16][N:17]([S:20](=[O:21])(=[O:22])[CH2:23][CH3:24])[CH2:18][CH2:19]3)[cH:6][nH:7][c:8]2[c:9]([C:11](=[O:12])[NH2:13])[cH:10]1.[C:52](=[O:53])([O-:54])[O-:55].[CH3:25][C:26]1([CH3:27])[C:28]([CH3:29])([CH3:30])[O:31][B:32]([c:33]2[cH:34][c:35]([CH2:39][NH:40][CH2:41][CH2:42][C:43]#[N:44])[cH:36][n:37][cH:38]2)[O:45]1.[CH3:59][OH:60].[K+:56].[K+:57].[O:46]1[CH2:47][CH2:48][O:49][CH2:50][CH2:51]1.[OH2:58]>>[c:2]1(-[c:33]2[cH:34][c:35]([CH2:39][NH:40][CH2:41][CH2:42][C:43]#[N:44])[cH:36][n:37][cH:38]2)[cH:3][c:4]2[c:5]([CH:14]3[CH2:15][CH2:16][N:17]([S:20](=[O:21])(=[O:22])[CH2:23][CH3:24])[CH2:18][CH2:19]3)[cH:6][nH:7][c:8]2[c:9]([C:11](=[O:12])[NH2:13])[cH:10]1. Starting materials: C, Cc1cc(C(=O)Nc2cc(Oc3ccc([N+](=O)[O-])nc3)ccc2C)n(C)n1, CO, [Pd]. Product: Cc1cc(C(=O)Nc2cc(Oc3ccc(N)nc3)ccc2C)n(C)n1. Reaction SMILES: [C:30].[CH3:1][n:2]1[n:3][c:4]([CH3:27])[cH:5][c:6]1[C:7](=[O:8])[NH:9][c:10]1[c:11]([CH3:26])[cH:12][cH:13][c:14]([O:16][c:17]2[cH:18][n:19][c:20]([N+:23]([O-:24])=[O:25])[cH:21][cH:22]2)[cH:15]1.[CH3:28][OH:29].[Pd:31]>>[CH3:1][n:2]1[n:3][c:4]([CH3:27])[cH:5][c:6]1[C:7](=[O:8])[NH:9][c:10]1[c:11]([CH3:26])[cH:12][cH:13][c:14]([O:16][c:17]2[cH:18][n:19][c:20]([NH2:23])[cH:21][cH:22]2)[cH:15]1.